Dataset: the Open Reaction Database (ORD), a public repository of structured organic reaction records. Task: describe an organic reaction: reactants, conditions, products, and yield Reactants: COC(=O)C(CC(C)C)c1cc(OS(=O)(=O)C(F)(F)F)cc(-c2ccc(Cl)c(C(F)(F)F)c2)c1, CC(C)(C)[O-], Cc1ccccc1, Nc1cc(C(F)(F)F)cc(C(F)(F)F)c1, [Na+], CC(=O)[O-], CC(=O)[O-], [Pd+2]. Product: COC(=O)C(CC(C)C)c1cc(Nc2cc(C(F)(F)F)cc(C(F)(F)F)c2)cc(-c2ccc(Cl)c(C(F)(F)F)c2)c1. As a reaction SMILES: [CH3:1][O:2][C:3]([CH:4]([CH2:5][CH:6]([CH3:7])[CH3:8])[c:9]1[cH:10][c:11](-[c:23]2[cH:24][c:25]([C:30]([F:31])([F:32])[F:33])[c:26]([Cl:29])[cH:27][cH:28]2)[cH:12][c:13]([O:15][S:16]([C:17]([F:18])([F:19])[F:20])(=[O:21])=[O:22])[cH:14]1)=[O:34].[CH3:50][C:51]([CH3:52])([O-:53])[CH3:54].[CH3:56][c:57]1[cH:58][cH:59][cH:60][cH:61][cH:62]1.[F:35][C:36]([c:37]1[cH:38][c:39]([NH2:40])[cH:41][c:42]([C:44]([F:45])([F:46])[F:47])[cH:43]1)([F:48])[F:49].[Na+:55].[O-:64][C:65]([CH3:66])=[O:67].[O-:68][C:69]([CH3:70])=[O:71].[Pd+2:63]>>[CH3:1][O:2][C:3]([CH:4]([CH2:5][CH:6]([CH3:7])[CH3:8])[c:9]1[cH:10][c:11](-[c:23]2[cH:24][c:25]([C:30]([F:31])([F:32])[F:33])[c:26]([Cl:29])[cH:27][cH:28]2)[cH:12][c:13]([NH:40][c:39]2[cH:38][c:37]([C:36]([F:35])([F:48])[F:49])[cH:43][c:42]([C:44]([F:45])([F:46])[F:47])[cH:41]2)[cH:14]1)=[O:34].